Dataset: the Open Reaction Database (ORD), a public repository of structured organic reaction records. Task: describe an organic reaction: reactants, conditions, products, and yield Procedure: Prepared according to the procedure described for example 70 from 5-[(3,5-dichloro-4-pyridyl)sulfanyl]-4-nitro-thiophene-2-carboxylic acid (150 mg, 0.43 mmol) and isoxazol-3-amine (43 mg, 0.51 mmol). The title compound was obtained as a brown solid (20.0 mg, 11% yield). 1H NMR (400 MHz, d6-DMSO) δ: 11.90 (1H, s), 9.03 (2H, s), 8.86 (1H, m), 6.89 (1H, s). MS m/z: 415.18, 417.16 [M+H]+. As a reaction SMILES: [Cl:1][C:2]1[CH:3]=[N:4][CH:5]=[C:6]([Cl:20])[C:7]=1[S:8][C:9]1[S:13][C:12]([C:14]([OH:16])=O)=[CH:11][C:10]=1[N+:17]([O-:19])=[O:18].[O:21]1[CH:25]=[CH:24][C:23]([NH2:26])=[N:22]1>>[Cl:20][C:6]1[CH:5]=[N:4][CH:3]=[C:2]([Cl:1])[C:7]=1[S:8][C:9]1[S:13][C:12]([C:14]([NH:26][C:23]2[CH:24]=[CH:25][O:21][N:22]=2)=[O:16])=[CH:11][C:10]=1[N+:17]([O-:19])=[O:18]. Product: ClC=1C=NC=C(C1SC1=C(C=C(S1)C(=O)NC1=NOC=C1)[N+](=O)[O-])Cl (5-((3,5-dichloropyridin-4-yl)thio)-N-(isoxazol-3-yl)-4-nitrothiophene-2-carboxamide), solid. The yield is 11.0%. Reactants: ClC=1C=NC=C(C1SC1=C(C=C(S1)C(=O)O)[N+](=O)[O-])Cl (5-[(3,5-dichloro-4-pyridyl)sulfanyl]-4-nitro-thiophene-2-carboxylic acid), O1N=C(C=C1)N (isoxazol-3-amine). Reactants: N (ammonia), C[N-]C (dimethylamide), C1(=CC=CC=C1)SC(C(=O)O)C1=CC=CC=C1 (α-phenylthio-phenylacetic acid), O=P(Cl)(Cl)Cl (POCl3). Solvent: C1(=CC=CC=C1)C (toluene), O (water). Product: CN(C=1C2=C(SC1C1=CC=CC=C1)C=CC=C2)C (3-dimethylamino-2-phenyl-benzo(b)thiophene). Reaction SMILES: [CH3:1][N-:2][CH3:3].[C:4]1([S:10][CH:11]([C:15]2[CH:20]=[CH:19][CH:18]=[CH:17][CH:16]=2)[C:12](O)=O)[CH:9]=[CH:8][CH:7]=[CH:6][CH:5]=1.O=P(Cl)(Cl)Cl.N>C1(C)C=CC=CC=1.O>[CH3:1][N:2]([CH3:3])[C:12]1[C:5]2[CH:6]=[CH:7][CH:8]=[CH:9][C:4]=2[S:10][C:11]=1[C:15]1[CH:20]=[CH:19][CH:18]=[CH:17][CH:16]=1. Reported procedure: A solution of 14.4 g (53 mmole) of the dimethylamide of α-phenylthio-phenylacetic acid, 24.5 milliliters (160 mmole) of POCl3 in 250 milliliters of absolute toluene is refluxed for 6 hours. After mixing with water, it is neutralised with ammonia and the organic phase is dried over a mixture of K2CO3 and activated charcoal and evaporated: 3-dimethylamino-2-phenyl-benzo(b)thiophene in the form of a crude oily produce which, triturated with methanol, yields 11.1 g (83% of theory) of colourless rods... Run in C1(=CC=CC=C1)C (toluene). Yields the product FC1=C(C=CC=C1)SC(CC=CC(C)=O)C (6-(2-fluorophenylthio)-3-hepten-2-one). Reported procedure: 1.00 Gram of 6-(2-fluorophenylthio)-4-hydroxy- 2-heptanone was dissolved in 100 ml of toluene, and 0.02 g of p-toluene sulfonic acid was added thereto. The resulting mixture was refluxed for 2 hours with stirring. After having been cooled, the mixture was washed with a saturated aqueous sodium hydrogencarbonate solution and then saturated aqueous sodium chloride solution. Then the mixture was dried over anhydrous magnesium sulfate. Removing the solvent from the mixture under reduced pressure gav... Yield: 73.1%. RXN SMILES: [F:1][C:2]1[CH:7]=[CH:6][CH:5]=[CH:4][C:3]=1[S:8][CH:9]([CH3:17])[CH2:10][CH:11](O)[CH2:12][C:13](=[O:15])[CH3:14].C1(C)C=CC(S(O)(=O)=O)=CC=1>C1(C)C=CC=CC=1>[F:1][C:2]1[CH:7]=[CH:6][CH:5]=[CH:4][C:3]=1[S:8][CH:9]([CH3:17])[CH2:10][CH:11]=[CH:12][C:13](=[O:15])[CH3:14]. The reactants are FC1=C(C=CC=C1)SC(CC(CC(C)=O)O)C (6-(2-fluorophenylthio)-4-hydroxy- 2-heptanone), C1(=CC=C(C=C1)S(=O)(=O)O)C (p-toluene sulfonic acid). Starting materials: COC(=O)N[C@@H](CC(=O)O)[C@H](CC)C ((3S,4S)-3-[(methoxycarbonyl)amino]-4-methylhexanoic acid), Cl.Cl.C(C1=CC=CC=C1)NN (benzylhydrazine di-HCl salt), C(C)(C)N(CC)C(C)C (diisopropylethyl amine), CCN=C=NCCCN(C)C (EDAC), C=1C=CC2=C(C1)N=NN2O (HOBT). Solvent: C1CCOC1 (THF). Conditions: temperature 25 celsius, time 16 hour. Yields the product C(C1=CC=CC=C1)NNC(=O)[C@H]([C@H](CC)C)NC(OC)=O (methyl (1S,2S)-1-[(2-benzylhydrazino)carbonyl]-2-methylbutylcarbamate). Isolated yield 46.9%. As a reaction SMILES: [CH3:1][O:2][C:3]([NH:5][C@H:6]([C@@H:11]([CH3:14])[CH2:12][CH3:13])[CH2:7]C(O)=O)=[O:4].Cl.Cl.[CH2:17]([NH:24][NH2:25])[C:18]1[CH:23]=[CH:22][CH:21]=[CH:20][CH:19]=1.C(N(C(C)C)CC)(C)C.CCN=C=NCCCN(C)C.C1C=CC2N([OH:55])N=NC=2C=1>C1COCC1>[CH2:17]([NH:24][NH:25][C:7]([C@@H:6]([NH:5][C:3](=[O:4])[O:2][CH3:1])[C@@H:11]([CH3:14])[CH2:12][CH3:13])=[O:55])[C:18]1[CH:23]=[CH:22][CH:21]=[CH:20][CH:19]=1 |f:1.2.3|. Reported procedure: A solution of Example 3A (3.32 g, 17.5 mmol) in THF (70 mL) was treated with benzylhydrazine di-HCl salt (3.42 g, 1 equivalent), diisopropylethyl amine (9.2 mL, 3 equivalents), EDAC (6.05 g, 1.8 equivalents), and HOBT (3.56 g, 1.5 equivalents), and stirred at 25° C. for 16 hrs. The solvents were evaporated, and the crude residue was partitioned between chloroform and 10% sodium bicarbonate. The organic layer was separated, washed with 10% sodium bicarbonate, brine, dried over sodium sulfate, fil... Starting materials: OCN1C(C(=C(C1=O)C1=CN(C2=CC(=CC=C12)[N+](=O)[O-])C)C1=CN(C2=CC=CC=C12)C)=O (1-Hydroxymethyl-3-(1-methyl-1H-indol-3-yl)-4-(1-methyl-6-nitro-1H-indol-3-yl)-pyrrole-2,5-dione), CN(C)C1=NC=CC=C1 (dimethylaminopyridine), Cl.C(C)N=C=NCCCN(C)C (1-ethyl-3-(3-dimethylaminopropyl)carbodiimide hydrochloride), N1=CC=C(C=C1)C(=O)O (4-picolinic acid). Solvent: C(Cl)Cl (CH2Cl2), ClCCl (dichloromethane). Product: CN1C=C(C2=CC=CC=C12)C=1C(N(C(C1C1=CN(C2=CC(=CC=C12)[N+](=O)[O-])C)=O)COC(C1=CC=NC=C1)=O)=O (isonicotinic acid 3-(1-methyl-1H-indol-3-yl)-4-(1-methyl-6-nitro-1H-indol-3-yl)-2,5-dioxo-2,5-dihydro-pyrrol-1-ylmethyl ester). Isolated yield 76.0%. As a reaction SMILES: CN(C1C=CC=CN=1)C.Cl.C(N=C=NCCCN(C)C)C.[N:22]1[CH:27]=[CH:26][C:25]([C:28]([OH:30])=[O:29])=[CH:24][CH:23]=1.O[CH2:32][N:33]1[C:37](=[O:38])[C:36]([C:39]2[C:47]3[C:42](=[CH:43][C:44]([N+:48]([O-:50])=[O:49])=[CH:45][CH:46]=3)[N:41]([CH3:51])[CH:40]=2)=[C:35]([C:52]2[C:60]3[C:55](=[CH:56][CH:57]=[CH:58][CH:59]=3)[N:54]([CH3:61])[CH:53]=2)[C:34]1=[O:62]>C(Cl)Cl>[CH3:61][N:54]1[C:55]2[C:60](=[CH:59][CH:58]=[CH:57][CH:56]=2)[C:52]([C:35]2[C:34](=[O:62])[N:33]([CH2:32][O:29][C:28](=[O:30])[C:25]3[CH:26]=[CH:27][N:22]=[CH:23][CH:24]=3)[C:37](=[O:38])[C:36]=2[C:39]2[C:47]3[C:42](=[CH:43][C:44]([N+:48]([O-:50])=[O:49])=[CH:45][CH:46]=3)[N:41]([CH3:51])[CH:40]=2)=[CH:53]1 |f:1.2|. Procedure details: To a solution of dimethylaminopyridine (1.5 equivalents) and 1-ethyl-3-(3-dimethylaminopropyl)carbodiimide hydrochloride (1.5 equivalent) in CH2Cl2 was added 4-picolinic acid (1.2 equivalents) and the reaction mixture was stirred a few minutes. 1-Hydroxymethyl-3-(1-methyl-1H-indol-3-yl)-4-(1-methyl-6-nitro-1H-indol-3-yl)-pyrrole-2,5-dione, prepared as in example 1a, was added and the reaction mixture was stirred at room temperature for several hours. The mixture was diluted with dichloromethane,... Starting materials: ClC=1C=C(C=C(C1)Cl)NC(NNC(=O)OC)=O (4-(3,5-dichlorophenyl)-1-(methoxycarbonyl)semicarbazide). The solvent is [OH-].[K+] (KOH). The product is ClC=1C=C(C=C(C1)Cl)N1C(NNC1=O)=O (4-(3,5-Dichlorophenyl)-[1,2,4]triazolidine-3,5-dione). Isolated yield 100.7%. Reaction SMILES: [Cl:1][C:2]1[CH:3]=[C:4]([NH:9][C:10](=[O:17])[NH:11][NH:12][C:13](OC)=[O:14])[CH:5]=[C:6]([Cl:8])[CH:7]=1>[OH-].[K+]>[Cl:8][C:6]1[CH:5]=[C:4]([N:9]2[C:10](=[O:17])[NH:11][NH:12][C:13]2=[O:14])[CH:3]=[C:2]([Cl:1])[CH:7]=1 |f:1.2|. Reported procedure: A suspension of 4-(3,5-dichlorophenyl)-1-(methoxycarbonyl)semicarbazide (30.3 g, 109 mmol) (Preparation 2) in KOH (54.5 ml, 4M) was heated under reflux for 1 h. After cooling to RT, the insoluble material was discarded and the filtrate acidified to pH 1-2. The precipitate was filtered, washed with water and pentane, and oven dried to yield the above compound as a white solid (27 g, mp=260° C.). 1H NMR (DMSO-d6): 10.80 (2H, s), 7.66 (3H, m). Starting materials: NCC(=O)O (glycine), CC(C)([O-])C.[K+] (potassium-t-butoxide), CC(C)(C)C=1C=C(C=C(C1O)C(C)(C)C)C=C1C(N=C(S1)SC)=O (5-[(3,5-Bis(1,1-dimethylethyl)-4-hydroxyphenyl)methylene]-2-(methylthio)-4(5H)-thiazolone). Run in C(C)O (ethanol). Run at time 15 minute. The product is CC(C)(C)C=1C=C(C=C(C1O)C(C)(C)C)C=C1C(NC(S1)=NCC(=O)O)=O (N-[5-[[3,5-Bis(1,1-dimethylethyl)-4-hydroxyphenyl]methylene]-4-oxo-2-thiazolidinylidene]glycine). Yield: 99.2%. RXN SMILES: [NH2:1][CH2:2][C:3]([OH:5])=[O:4].CC(C)([O-])C.[K+].[CH3:12][C:13]([C:16]1[CH:17]=[C:18]([CH:27]=[C:28]2[S:32][C:31](SC)=[N:30][C:29]2=[O:35])[CH:19]=[C:20]([C:23]([CH3:26])([CH3:25])[CH3:24])[C:21]=1[OH:22])([CH3:15])[CH3:14]>C(O)C>[CH3:15][C:13]([C:16]1[CH:17]=[C:18]([CH:27]=[C:28]2[S:32][C:31](=[N:1][CH2:2][C:3]([OH:5])=[O:4])[NH:30][C:29]2=[O:35])[CH:19]=[C:20]([C:23]([CH3:24])([CH3:25])[CH3:26])[C:21]=1[OH:22])([CH3:12])[CH3:14] |f:1.2|. Procedure: A mixture of glycine (2.25 g, 0.03 mole), potassium-t-butoxide (2.81 g, 0.025 mole), and ethanol (700 mL) is stirred at room temperature for 15 minutes. 5-[(3,5-Bis(1,1-dimethylethyl)-4-hydroxyphenyl)methylene]-2-(methylthio)-4(5H)-thiazolone (7.27 g, 0.02 mole) is added to it and the mixture is refluxed with stirring for 20 hours. The mixture is then filtered and the solvent removed at 40° C. under reduced pressure. The residue is treated with ice-water, acidified with 1N aqueous hydrochloric a... Starting materials: C1(=CC=CC=C1)C1=NNC(=C1)C1=CC=CC=C1 (3,5-diphenylpyrazole), S(=O)(=O)(OC)[O-] (methyl sulfate). Solvent: CO (methanol). Yields the product CN1N=C(C=C1C1=CC=CC=C1)C1=CC=CC=C1 (1-methyl-3,5-diphenylpyrazole). Yield: 9099.0%. Reaction SMILES: [C:1]1([C:7]2[CH:11]=[C:10]([C:12]3[CH:17]=[CH:16][CH:15]=[CH:14][CH:13]=3)[NH:9][N:8]=2)[CH:6]=[CH:5][CH:4]=[CH:3][CH:2]=1.S([O-])(O[CH3:22])(=O)=O>CO>[CH3:22][N:8]1[C:7]([C:1]2[CH:6]=[CH:5][CH:4]=[CH:3][CH:2]=2)=[CH:11][C:10]([C:12]2[CH:17]=[CH:16][CH:15]=[CH:14][CH:13]=2)=[N:9]1. Procedure: As in Example 2, a melt of 10 g (0.0455 mol) of 3,5-diphenylpyrazole and 0.051 g (0.000455 mol) of methyl sulfate was introduced and reacted over the course of 3 hours with 197.75 g (6.18 mol) of gaseous (vaporized at 160° C.) methanol. 9.7 g (86.7%) of 1-methyl-3,5-diphenylpyrazole were obtained, boiling point 190° C./3 mbar, with a content of 95.2% (GC). Product: O=CC1CC1(c1ccc(F)cc1)c1ccc(F)cc1. The reactants are CCCCCCC, C=CC=O, ClCCl, [N-]=[N+]=C(c1ccc(F)cc1)c1ccc(F)cc1. As a reaction SMILES: [CH3:25][CH2:26][CH2:27][CH2:28][CH2:29][CH2:30][CH3:31].[CH:18](=[O:19])[CH:20]=[CH2:21].[Cl:22][CH2:23][Cl:24].[F:1][c:2]1[cH:3][cH:4][c:5]([C:8](=[N+:9]=[N-:10])[c:11]2[cH:12][cH:13][c:14]([F:17])[cH:15][cH:16]2)[cH:6][cH:7]1>>[F:1][c:2]1[cH:3][cH:4][c:5]([C:8]2([c:11]3[cH:12][cH:13][c:14]([F:17])[cH:15][cH:16]3)[CH:20]([CH:18]=[O:19])[CH2:21]2)[cH:6][cH:7]1.